From a dataset of the Open Reaction Database (ORD), a public repository of structured organic reaction records. describe an organic reaction: reactants, conditions, products, and yield The reactants are BrC=1C=CC=C2C(=C(NC12)C(=O)OCC)CCCOC1=CC=CC2=CC=CC=C12 (ethyl 7-bromo-3-(3-(naphthalen-1-yloxy)propyl)-1H-indole-2-carboxylate), NC=1C=C2C=CC=C(C2=CC1)O (6-aminonaphthalen-1-ol), C1(=CC=CC=C1)P(C1=CC=CC=C1)C1=CC=CC=C1 (triphenylphosphine), N(=NC(=O)OC(C)(C)C)C(=O)OC(C)(C)C (di-tert-butyl diazene-1,2-dicarboxylate). Solvent: O1CCCC1 (tetrahydrofuran). Run at time 3 hour. Product: NC=1C=C2C=CC=C(C2=CC1)OCCCC1=C(NC2=C(C=CC=C12)Br)C(=O)OCC (ethyl 3-(3-(6-aminonaphthalen-1-yloxy)propyl)-7-bromo-1H-indole-2-carboxylate). Reaction SMILES: [Br:1][C:2]1[CH:3]=[CH:4][CH:5]=[C:6]2[C:10]=1[NH:9][C:8]([C:11]([O:13][CH2:14][CH3:15])=[O:12])=[C:7]2[CH2:16][CH2:17][CH2:18][O:19][C:20]1[C:29]2[C:24](=[CH:25][CH:26]=[CH:27][CH:28]=2)[CH:23]=[CH:22][CH:21]=1.[NH2:30]C1C=C2C(=CC=1)C(O)=CC=C2.C1(P(C2C=CC=CC=2)C2C=CC=CC=2)C=CC=CC=1.N(C(OC(C)(C)C)=O)=NC(OC(C)(C)C)=O>O1CCCC1>[NH2:30][C:26]1[CH:25]=[C:24]2[C:29](=[CH:28][CH:27]=1)[C:20]([O:19][CH2:18][CH2:17][CH2:16][C:7]1[C:6]3[C:10](=[C:2]([Br:1])[CH:3]=[CH:4][CH:5]=3)[NH:9][C:8]=1[C:11]([O:13][CH2:14][CH3:15])=[O:12])=[CH:21][CH:22]=[CH:23]2. Reported procedure: To a mixture of ethyl 7-bromo-3-(3-hydroxypropyl)-1H-indole-2-carboxylate (EXAMPLE 1C) (100 mg), 6-aminonaphthalen-1-ol (98 mg) and triphenylphosphine, polymer supported (204 mg 0.613 mmol) in tetrahydrofuran (4 ml) was added di-tert-butyl diazene-1,2-dicarboxylate (141 mg). The reaction mixture was stirred at room temperature for 3 hours. The insoluble material was filtered off and the filtrate was concentrated. The residue was purified by flash chromatography (ethyl acetate in hexanes) to prov...